From a dataset of the Open Reaction Database (ORD), a public repository of structured organic reaction records. describe an organic reaction: reactants, conditions, products, and yield Starting materials: COC1=CC=C(COC=2C=C(C=CC2OCC2=CC=C(C=C2)OC)C(C)(O)OCC2=CC=CC=C2)C=C1 (3,4-di(p-methoxybenzyloxy)benzyloxyphenylethanol), [I-].[Na+] (sodium iodide), CC(=O)C (acetone). Solvent: C(C)(=O)OCC (ethyl acetate). Run at time 1 hour. Yields the product COC1=CC=C(COC2=C(C=CC=C2OCC2=CC=C(C=C2)OC)C(C)O)C=C1 (2,3-di(p-methoxybenzyloxy)-1-hydroxyethylbenzene). Yield: 95.0%. As a reaction SMILES: [CH3:1][O:2][C:3]1[CH:37]=[CH:36][C:6]([CH2:7][O:8][C:9]2[CH:10]=[C:11](C(OCC3C=CC=CC=3)(O)C)[CH:12]=[CH:13][C:14]=2[O:15][CH2:16][C:17]2[CH:22]=[CH:21][C:20]([O:23][CH3:24])=[CH:19][CH:18]=2)=[CH:5][CH:4]=1.[I-].[Na+].[CH3:40][C:41](C)=[O:42]>C(OCC)(=O)C>[CH3:24][O:23][C:20]1[CH:21]=[CH:22][C:17]([CH2:16][O:15][C:14]2[C:9]([O:8][CH2:7][C:6]3[CH:36]=[CH:37][C:3]([O:2][CH3:1])=[CH:4][CH:5]=3)=[CH:10][CH:11]=[CH:12][C:13]=2[CH:41]([OH:42])[CH3:40])=[CH:18][CH:19]=1 |f:1.2|. Procedure: To a solution of 3,4-diacetoxy-ω-chloroacetophenone (2) (1.08 g: 4 mMol.) in acetone (11 ml) keeping at 0° C. is added sodium iodide (1.2 g: 2 Eq.), and the mixture is stirred at room temperature for 1 hour. The reaction mixture is diluted with ethyl acetate, washed with water, dried, and concentrated under reduced pressure to give 3,4-diacetoxy-ω-iodacetophenone (3) (1.38 g). Starting materials: [N+](=O)([O-])C1=C(C=CC=C1)C1=CC2=C([C@]3(CCC(N[C@@H]3CC2)=O)C)C=C1 ((+)-(4aR)-(10bR)-8-(2-nitrophenyl)-10b-methyl-1,2,3,4,4a,-5,6,10b-octahydrobenzo[f]quinolin-3-one), C(C)(C)(C)O (t-butanol), CC(C)([O-])C.[K+] (potassium t-butoxide), CI (Methyl iodide). Solvent: C(C)(=O)OCC (ethyl acetate). Reaction conditions: time 4 hour. The product is CN1C(CC[C@@]2(C3=C(CC[C@@H]12)C=C(C=C3)C3=C(C=CC=C3)[N+](=O)[O-])C)=O ((+)-(4aR)-(10bR)-4-methyl-8-(2-nitrophenyl)-10b-methyl-1,2,3,4,4a,5,6,10b-octahydrobenzo[f]quinolin-3-one). Isolated yield 80.0%. RXN SMILES: [N+:1]([C:4]1[CH:9]=[CH:8][CH:7]=[CH:6][C:5]=1[C:10]1[CH:25]=[CH:24][C:13]2[C@:14]3([CH3:23])[C@@H:19]([CH2:20][CH2:21][C:12]=2[CH:11]=1)[NH:18][C:17](=[O:22])[CH2:16][CH2:15]3)([O-:3])=[O:2].[C:26](O)(C)(C)C.CC(C)([O-])C.[K+].CI>C(OCC)(=O)C>[CH3:26][N:18]1[C@H:19]2[C@@:14]([CH3:23])([C:13]3[CH:24]=[CH:25][C:10]([C:5]4[CH:6]=[CH:7][CH:8]=[CH:9][C:4]=4[N+:1]([O-:3])=[O:2])=[CH:11][C:12]=3[CH2:21][CH2:20]2)[CH2:15][CH2:16][C:17]1=[O:22] |f:2.3|. Procedure details: A 15 mL round bottom flask was charged with (+)-(4aR)-(10bR)-8-(2-nitrophenyl)-10b-methyl-1,2,3,4,4a,-5,6,10b-octahydrobenzo[f]quinolin-3-one (60 mg, 0.18 mmol), 0.3 mL of t-butanol, and potassium t-butoxide (60 mg, 0.54 mmol). Methyl iodide (0.034 mL, 0.54 mmol) was added and the mixture was stirred at room temperature for 4 h. The mixture was diluted with ethyl acetate, and purified by silica gel chromatography (ethyl acetate eluent) to give 50 mg (80%) of the title compound as a white solid. ... Starting materials: [N+](=O)(O)[O-] (nitric acid), NC(=O)N (Urea), S(=O)(=O)(OC)OC (dimethyl sulfate), NCC1=CN=C(S1)Cl (5-(Aminomethyl)-2-chlorothiazole), S(O)(O)(=O)=O (sulfuric acid), [OH-].[Na+] (sodium hydroxide). The product is COC(NCC1=CN=C(S1)Cl)=N[N+](=O)[O-] (O-methyl-N-(2-chloro-5-thiazolylmethyl)-N′-nitroisourea). The yield is 63.0%. As a reaction SMILES: [NH2:1][C:2]([NH2:4])=[O:3].S(OC)(O[CH3:9])(=O)=O.S(=O)(=O)(O)O.[N+:17]([O-:20])(O)=[O:18].N[CH2:22][C:23]1[S:27][C:26]([Cl:28])=[N:25][CH:24]=1.[OH-].[Na+]>>[CH3:9][O:3][C:2](=[N:4][N+:17]([O-:20])=[O:18])[NH:1][CH2:22][C:23]1[S:27][C:26]([Cl:28])=[N:25][CH:24]=1 |f:5.6|. Procedure: Urea [99%] (3.03 g, 0.05 mol) and dimethyl sulfate [95%](6.64 g, 0.05 mol) were mixed at room temperature and stirred for a few minutes. The mixture was heated in an oil bath and stirred at 80° C. for 15 hours. The mixture was cooled to room temperature and sulfuric acid [95%, d 1.84] (11.2 ml, 0.2 mol) was added, and then the mixture was further cooled to 5° C. Fuming nitric acid [97%, d 1.52] (6.4 ml, 0.15 mol) was added dropwise over 25 minutes while maintaining the interior temperature to be... Product: C(C)(=O)C=1C=C(NC(=O)C2=NOC(=C2)C)C=CC1 (3'-acetyl-5-methyl-3-isoxazolecarboxanilide). Starting materials: CC1=CC(=NO1)C(=O)Cl (5-methyl-3-isoxazolecarbonyl chloride), NC=1C=C(C=CC1)C(C)=O (m-aminoacetophenone), C([O-])([O-])=O.[K+].[K+] (potassium carbonate). The solvent is CC(=O)C (acetone), CC(=O)C (acetone), O (water). As a reaction SMILES: [CH3:1][C:2]1[O:6][N:5]=[C:4]([C:7](Cl)=[O:8])[CH:3]=1.[NH2:10][C:11]1[CH:12]=[C:13]([C:17](=[O:19])[CH3:18])[CH:14]=[CH:15][CH:16]=1.C(=O)([O-])[O-].[K+].[K+]>CC(C)=O.O>[C:17]([C:13]1[CH:12]=[C:11]([CH:16]=[CH:15][CH:14]=1)[NH:10][C:7]([C:4]1[CH:3]=[C:2]([CH3:1])[O:6][N:5]=1)=[O:8])(=[O:19])[CH3:18] |f:2.3.4|. Reported procedure: A solution of 5-methyl-3-isoxazolecarbonyl chloride (14.5 g) in acetone (30 ml) was added to a solution of m-aminoacetophenone (13.8 g) in acetone (280 ml) in the presence of anhydrous potassium carbonate (21.0 g). The mixture was stirred for 1/2hour, and then diluted with water. The precipitated product was filtered, washed with water and dried. Yield = 20.5 g (83%), m.p. 188°-190°.